describe an organic reaction: reactants, conditions, products, and yield From a dataset of the Open Reaction Database (ORD), a public repository of structured organic reaction records. Starting materials: CN(CCC(C(=O)N)C1=CC(=C(C(=C1)OC)OC)OC)C (4-dimethylamino-2-(3,4,5-trimethoxyphenyl)butyramide), Cl (hydrochloric acid). Solvent: C(C)O (ethanol), C(C)O (ethanol). Conditions: time 2 hour. Yields the product Cl.CN(CCC(C(=O)N)C1=CC(=C(C(=C1)OC)OC)OC)C (4-dimethylamino-2-(3,4,5-trimethoxyphenyl)butyramide hydrochloride). Reaction SMILES: [CH3:1][N:2]([CH3:21])[CH2:3][CH2:4][CH:5]([C:9]1[CH:14]=[C:13]([O:15][CH3:16])[C:12]([O:17][CH3:18])=[C:11]([O:19][CH3:20])[CH:10]=1)[C:6]([NH2:8])=[O:7].[ClH:22]>C(O)C>[ClH:22].[CH3:21][N:2]([CH3:1])[CH2:3][CH2:4][CH:5]([C:9]1[CH:10]=[C:11]([O:19][CH3:20])[C:12]([O:17][CH3:18])=[C:13]([O:15][CH3:16])[CH:14]=1)[C:6]([NH2:8])=[O:7] |f:3.4|. Procedure details: In 30 ml of ethanol was dissolved 10.8 g of 4-dimethylamino-2-(3,4,5-trimethoxyphenyl)butyramide, followed by addition of a mixture of concentrated hydrochloric acid (3 ml) and ethanol (27 ml). The mixture was stirred at a room temperature for 2 hours. The resulting precipitate was recovered by filtration and dried under reduced pressure to provide 12.2 g of 4-dimethylamino-2-(3,4,5-trimethoxyphenyl)butyramide hydrochloride. Reactants: ice water, NC1CCN(CC1)CC1=CC=CC=C1 (4-amino-1-(phenylmethyl)-piperidine), COC(=O)C1=CC(=C(C=O)C=C1)[N+](=O)[O-] (4-(methoxycarbonyl)-2-nitrobenzaldehyde), [BH4-].[Na+] (sodium borohydride). Run in CO (methanol). The product is C1(=CC=CC=C1)CN1CCC(CC1)NCC1=C(C=C(C(=O)OC)C=C1)[N+](=O)[O-] (Methyl 4-[[[1-(phenylmethyl)-4-piperidinyl]amino]methyl]-3-nitrobenzoate). RXN SMILES: [NH2:1][CH:2]1[CH2:7][CH2:6][N:5]([CH2:8][C:9]2[CH:14]=[CH:13][CH:12]=[CH:11][CH:10]=2)[CH2:4][CH2:3]1.[CH3:15][O:16][C:17]([C:19]1[CH:26]=[CH:25][C:22]([CH:23]=O)=[C:21]([N+:27]([O-:29])=[O:28])[CH:20]=1)=[O:18].[BH4-].[Na+]>CO>[C:9]1([CH2:8][N:5]2[CH2:6][CH2:7][CH:2]([NH:1][CH2:23][C:22]3[CH:25]=[CH:26][C:19]([C:17]([O:16][CH3:15])=[O:18])=[CH:20][C:21]=3[N+:27]([O-:29])=[O:28])[CH2:3][CH2:4]2)[CH:14]=[CH:13][CH:12]=[CH:11][CH:10]=1 |f:2.3|. Procedure: To a solution of 41.0 g (0.215 mol) of 4-amino-1-(phenylmethyl)-piperidine and 45.0 g (0.215 mol) of 4-(methoxycarbonyl)-2-nitrobenzaldehyde in 1 l methanol were added in batches, at room temperature, 8.3 g (0.22 mol) of sodium borohydride and the mixture was then stirred for 30 minutes at the same temperature. The mixture was stirred into 1 l of ice water and thoroughly extracted with tert. butyl-methylether. The combined extracts were dried over sodium sulphate and evaporated down in vacuo, th...